Dataset: the Open Reaction Database (ORD), a public repository of structured organic reaction records. Task: describe an organic reaction: reactants, conditions, products, and yield Reactants: C(C=C)OC1=C([N+](=C(C(N1)=O)CC(C)C)[O-])N (6-allyloxy-5-amino-3-isobutyl-1,2-dihydropyrazin-2-one 4-oxide), C([O-])([O-])=O.[K+].[K+] (potassium carbonate), C(C)(=O)OCC (ethyl acetate), C(C1=CC=CC=C1)Br (benzyl bromide). Solvent: CN(C=O)C (dimethylformamide). RXN SMILES: C(O[C:5]1[NH:10][C:9](=[O:11])[C:8]([CH2:12][CH:13]([CH3:15])[CH3:14])=[N+:7]([O-:16])[C:6]=1[NH2:17])C=C.[C:18](=O)([O-])[O-].[K+].[K+].[CH2:24](Br)[C:25]1[CH:30]=[CH:29][CH:28]=[CH:27][CH:26]=1.[C:32]([O:35][CH2:36][CH3:37])(=O)C>CN(C)C=O>[CH2:36]([O:35][CH2:32][C:5]1[C:6]([NH2:17])=[N+:7]([O-:16])[C:8]([CH2:12][CH:13]([CH3:14])[CH3:15])=[C:9]([O:11][CH2:24][C:25]2[CH:30]=[CH:29][CH:28]=[CH:27][CH:26]=2)[N:10]=1)[CH:37]=[CH2:18] |f:1.2.3|. Conditions: time 1.5 hour. The product is C(C=C)OCC=1C(=[N+](C(=C(N1)OCC1=CC=CC=C1)CC(C)C)[O-])N (3-allyloxymethyl-2-amino-5-benzyloxy-6-isobutylpyrazine 1-oxide). Procedure details: In 25 ml of dimethylformamide were dissolved 2.00 g of 6-allyloxy-5-amino-3-isobutyl-1,2-dihydropyrazin-2-one 4-oxide and 570 mg of potassium carbonate. Thereto was added 1.05 ml of benzyl bromide. The mixture was stirred for 1.5 hours at room temperature. After completion of the reaction, 200 ml of ethyl acetate was added to the reaction mixture. The resulting mixture was washed with water. The aqueous layer was extracted with 50 ml of ethyl acetate twice. The extract was combined with the abov... Reactants: NC1=C(C=NN1C1=CC=C(C=C1)F)C(C1=CC(=CC=C1)C#CCN1CCOCC1)=O (5-amino-1-(4-fluorophenyl)-4-[3-(3-morpholin-4-ylprop-1-ynyl)-benzoyl]pyrazole). The reagents and catalysts are [Pd] (Pd/C). Solvent: C(C)O (ethanol). Run at time 16 hour. Product: NC1=C(C=NN1C1=CC=C(C=C1)F)C(C1=CC(=CC=C1)CCCN1CCOCC1)=O (5-amino-1-(4-fluorophenyl)-4-[3-(3-morpholin-4-ylpropyl)benzoyl]pyrazole). Reaction SMILES: [NH2:1][C:2]1[N:6]([C:7]2[CH:12]=[CH:11][C:10]([F:13])=[CH:9][CH:8]=2)[N:5]=[CH:4][C:3]=1[C:14](=[O:30])[C:15]1[CH:20]=[CH:19][CH:18]=[C:17]([C:21]#[C:22][CH2:23][N:24]2[CH2:29][CH2:28][O:27][CH2:26][CH2:25]2)[CH:16]=1>C(O)C.[Pd]>[NH2:1][C:2]1[N:6]([C:7]2[CH:8]=[CH:9][C:10]([F:13])=[CH:11][CH:12]=2)[N:5]=[CH:4][C:3]=1[C:14](=[O:30])[C:15]1[CH:20]=[CH:19][CH:18]=[C:17]([CH2:21][CH2:22][CH2:23][N:24]2[CH2:25][CH2:26][O:27][CH2:28][CH2:29]2)[CH:16]=1. Reported procedure: A mixture of 5-amino-1-(4-fluorophenyl)-4-[3-(3-morpholin-4-ylprop-1-ynyl)-benzoyl]pyrazole (0.45 g, 1.0 mmol) [prepared as described in Example 1] and 5% Pd/C (0.07 g) in ethanol (20 ml) was stirred under hydrogen atmosphere. After 16 h, the reaction mixture was filtered through CELITE® and the filtrate was concentrated in vacuo. The crude product was purified by flash chromatography (elution gradient, EtOAc-15% MeOH/EtOAc with 0.2% NH4OH). The product was converted to the hydrochloride salt an...